Dataset: the Open Reaction Database (ORD), a public repository of structured organic reaction records. Task: describe an organic reaction: reactants, conditions, products, and yield Starting materials: N(=NC(=O)OC(C)C)C(=O)OC(C)C (diisopropyl azodicarboxylate), [N+](=O)([O-])C=1C(=NNC1C(=O)OC)C(=O)OC (Dimethyl 4-nitro-1H-pyrazole-3,5-dicarboxylate), C(CC)OCCO (2-propoxyethanol), C1(=CC=CC=C1)P(C1=CC=CC=C1)C1=CC=CC=C1 (triphenylphosphine). Run in O1CCCC1 (tetrahydrofuran). Run at temperature 0 celsius, time 3 hour. Yields the product [N+](=O)([O-])C=1C(=NN(C1C(=O)OC)CCOCCC)C(=O)OC (Dimethyl 4-nitro-1-(2-propoxyethyl)-1H-pyrazole-3,5-dicarboxylate). Reaction SMILES: [N+:1]([C:4]1[C:5]([C:13]([O:15][CH3:16])=[O:14])=[N:6][NH:7][C:8]=1[C:9]([O:11][CH3:12])=[O:10])([O-:3])=[O:2].[CH2:17]([O:20][CH2:21][CH2:22]O)[CH2:18][CH3:19].C1(P(C2C=CC=CC=2)C2C=CC=CC=2)C=CC=CC=1.N(C(OC(C)C)=O)=NC(OC(C)C)=O>O1CCCC1>[N+:1]([C:4]1[C:8]([C:9]([O:11][CH3:12])=[O:10])=[N:7][N:6]([CH2:22][CH2:21][O:20][CH2:17][CH2:18][CH3:19])[C:5]=1[C:13]([O:15][CH3:16])=[O:14])([O-:3])=[O:2]. Procedure details: Dimethyl 4-nitro-1H-pyrazole-3,5-dicarboxylate (WO00/24745, page 48, preparation 2) (15 g, 60 mmol), 2-propoxyethanol (8.2 mL, 70 mmol) and triphenylphosphine (18.9 g, 70 mmol) were dissolved in tetrahydrofuran (150 mL) and the solution cooled to 0° C. The solution was treated with diisopropyl azodicarboxylate (14.2 mL, 70 mmol) and the reaction mixture stirred at 0° C. for 3 hours before being allowed to warm to room temperature. The reaction mixture was concentrated in vacuo and the residue pu...